From a dataset of the Open Reaction Database (ORD), a public repository of structured organic reaction records. describe an organic reaction: reactants, conditions, products, and yield Reactants: Cc1ccc(CC2(O)CCN(CCCNC(=O)c3ccc(OCc4ccccc4)cc3)CC2)cc1, CC(=O)O. The product is Cc1ccc(CC2(O)CCN(CCCNC(=O)c3ccc(O)cc3)CC2)cc1. Reaction SMILES: [CH2:1]([c:2]1[cH:3][cH:4][cH:5][cH:6][cH:7]1)[O:8][c:9]1[cH:10][cH:11][c:12]([C:13](=[O:14])[NH:15][CH2:16][CH2:17][CH2:18][N:19]2[CH2:20][CH2:21][C:22]([CH2:25][c:26]3[cH:27][cH:28][c:29]([CH3:32])[cH:30][cH:31]3)([OH:33])[CH2:23][CH2:24]2)[cH:34][cH:35]1.[CH3:36][C:37](=[O:38])[OH:39]>>[OH:8][c:9]1[cH:10][cH:11][c:12]([C:13](=[O:14])[NH:15][CH2:16][CH2:17][CH2:18][N:19]2[CH2:20][CH2:21][C:22]([CH2:25][c:26]3[cH:27][cH:28][c:29]([CH3:32])[cH:30][cH:31]3)([OH:33])[CH2:23][CH2:24]2)[cH:34][cH:35]1. The reactants are O (Water), BrC1=C(C(=CC(=C1)C(C(F)(F)Br)(C(F)(F)F)F)OC(F)F)NC(=O)C=1C=C2C=CC=[N+](C2=CC1)[O-] (N-[2-Bromo-4-(1-bromo-1,1,2,3,3,3-hexafluoropropan-2-yl)-6-(difluoromethoxy)phenyl]-quinoline-6-carboxamide-1-oxide), trimethylsilylnitrile, N12CCCCCC2=NCCC1 (1,8-diazabicyclo[5.4.0]undec-7-ene), C(C)(=O)OCC (ethyl acetate). Solvent: O1CCCC1 (tetrahydrofuran). Conditions: temperature 60 celsius, time 5 hour. Product: BrC1=C(C(=CC(=C1)C(C(F)(F)Br)(C(F)(F)F)F)OC(F)F)NC(=O)C=1C=C2C=CC(=NC2=CC1)C#N (N-[2-bromo-4-(1-bromo-1,1,2,3,3,3-hexafluoropropan-2-yl)-6-(difluoromethoxy)phenyl]-2-cyanoquinoline-6-carboxamide). Isolated yield 36.1%. As a reaction SMILES: [Br:1][C:2]1[CH:7]=[C:6]([C:8]([F:17])([C:13]([F:16])([F:15])[F:14])[C:9]([Br:12])([F:11])[F:10])[CH:5]=[C:4]([O:18][CH:19]([F:21])[F:20])[C:3]=1[NH:22][C:23]([C:25]1[CH:26]=[C:27]2[C:32](=[CH:33][CH:34]=1)[N+:31]([O-])=[CH:30][CH:29]=[CH:28]2)=[O:24].[N:36]12CCCN=C1CCCC[CH2:37]2.O.C(OCC)(=O)C>O1CCCC1>[Br:1][C:2]1[CH:7]=[C:6]([C:8]([F:17])([C:13]([F:16])([F:15])[F:14])[C:9]([Br:12])([F:11])[F:10])[CH:5]=[C:4]([O:18][CH:19]([F:21])[F:20])[C:3]=1[NH:22][C:23]([C:25]1[CH:26]=[C:27]2[C:32](=[CH:33][CH:34]=1)[N:31]=[C:30]([C:37]#[N:36])[CH:29]=[CH:28]2)=[O:24]. Procedure details: N-[2-Bromo-4-(1-bromo-1,1,2,3,3,3-hexafluoropropan-2-yl)-6-(difluoromethoxy)phenyl]-quinoline-6-carboxamide-1-oxide (0.41 g) was dissolved in tetrahydrofuran (50 ml), added with trimethylsilylnitrile (0.23 g) and 1,8-diazabicyclo[5.4.0]undec-7-ene (0.39 g), and stirred at 60° C. for 5 hours. Water was added to the reaction solution and extraction was carried out twice using ethyl acetate. The organic phases were combined and washed with water, and dried over anhydrous magnesium sulfate. The dryi... Starting materials: BrC1=NSC(=N1)C1=CC(=C(C=C1)OC(C)C)C(F)(F)F (3-bromo-5-[4-[(1-methylethyl)oxy]-3-(trifluoromethyl)phenyl]-1,2,4-thiadiazole), C(C)C1=C(C=O)C=CC=C1B1OC(C(O1)(C)C)(C)C (2-ethyl-3-(4,4,5,5-tetramethyl-1,3,2-dioxaborolan-2-yl)benzaldehyde), P(=O)([O-])([O-])[O-].[K+].[K+].[K+] (tripotassium phosphate), O (water). Reagents/catalysts: C=1C=CC(=CC1)[P](C=2C=CC=CC2)(C=3C=CC=CC3)[Pd]([P](C=4C=CC=CC4)(C=5C=CC=CC5)C=6C=CC=CC6)([P](C=7C=CC=CC7)(C=8C=CC=CC8)C=9C=CC=CC9)[P](C=1C=CC=CC1)(C=1C=CC=CC1)C=1C=CC=CC1 (Pd(Ph3P)4). The solvent is CN(C=O)C (N,N-dimethylformamide), C(C)(=O)OCC (ethyl acetate). Reaction conditions: temperature 120 celsius. Product: C(C)C1=C(C=O)C=CC=C1C1=NSC(=N1)C1=CC(=C(C=C1)OC(C)C)C(F)(F)F (2-ethyl-3-{5-[4-[(1-methylethyl)oxy]-3-(trifluoromethyl)phenyl]-1,2,4-thiadiazol-3-yl}benzaldehyde). Isolated yield 93.9%. As a reaction SMILES: Br[C:2]1[N:6]=[C:5]([C:7]2[CH:12]=[CH:11][C:10]([O:13][CH:14]([CH3:16])[CH3:15])=[C:9]([C:17]([F:20])([F:19])[F:18])[CH:8]=2)[S:4][N:3]=1.[CH2:21]([C:23]1[C:30](B2OC(C)(C)C(C)(C)O2)=[CH:29][CH:28]=[CH:27][C:24]=1[CH:25]=[O:26])[CH3:22].P([O-])([O-])([O-])=O.[K+].[K+].[K+].O>CN(C)C=O.C(OCC)(=O)C.C1C=CC([P]([Pd]([P](C2C=CC=CC=2)(C2C=CC=CC=2)C2C=CC=CC=2)([P](C2C=CC=CC=2)(C2C=CC=CC=2)C2C=CC=CC=2)[P](C2C=CC=CC=2)(C2C=CC=CC=2)C2C=CC=CC=2)(C2C=CC=CC=2)C2C=CC=CC=2)=CC=1>[CH2:21]([C:23]1[C:30]([C:2]2[N:6]=[C:5]([C:7]3[CH:12]=[CH:11][C:10]([O:13][CH:14]([CH3:16])[CH3:15])=[C:9]([C:17]([F:20])([F:19])[F:18])[CH:8]=3)[S:4][N:3]=2)=[CH:29][CH:28]=[CH:27][C:24]=1[CH:25]=[O:26])[CH3:22] |f:2.3.4.5,^1:63,65,84,103|. Reported procedure: To a solution of 3-bromo-5-[4-[(1-methylethyl)oxy]-3-(trifluoromethyl)phenyl]-1,2,4-thiadiazole (D45) (0.93 g), 2-ethyl-3-(4,4,5,5-tetramethyl-1,3,2-dioxaborolan-2-yl)benzaldehyde (D5) (0.659 g) and tripotassium phosphate (1.344 g, 6.33 mmol)) in N,N-dimethylformamide (DMF) (6 mL) and water (1.500 mL) stirred under nitrogen was added Pd(Ph3P)4 (0.585 g). The reaction was sealed and heated under microwave at 120° C. for 15 min. After cooling, the reaction mixture was diluted with ethyl acetate (2... The reactants are COC1=CC2=C(CC3C=CC2(C3N)C)C=C1 (8,9-dihydro-3-methoxy-5-methyl-5,8-methano-5H-benzocyclohepten-10-amine), [H][H] (hydrogen), [H][H] (hydrogen). Reagents/catalysts: [Pt]=O (platinum oxide). Solvent: C(C)O (ethanol). Yields the product COC1=CC2=C(CC3CCC2(C3N)C)C=C1 (6,7,8,9-Tetrahydro-3-Methoxy-5-Methyl-5,8-Methano-5H-Benzocyclohepten-10-Amine). RXN SMILES: [CH3:1][O:2][C:3]1[CH:16]=[CH:15][C:6]2[CH2:7][CH:8]3[CH:12]([NH2:13])[C:11]([CH3:14])([C:5]=2[CH:4]=1)[CH:10]=[CH:9]3.[H][H]>[Pt]=O.C(O)C>[CH3:1][O:2][C:3]1[CH:16]=[CH:15][C:6]2[CH2:7][CH:8]3[CH:12]([NH2:13])[C:11]([CH3:14])([C:5]=2[CH:4]=1)[CH2:10][CH2:9]3. Procedure: A solution of 8,9-dihydro-3-methoxy-5-methyl-5,8-methano-5H-benzocyclohepten-10-amine [1.0 g. of α,β-amine mixture (9:1)] in 100 ml. of ethanol is hydrogenated over 150 mg. of platinum oxide catalyst under 48 psi hydrogen pressure in a Parr apparatus. Uptake of hydrogen is complete in one-half hour. The catalyst is filtered and the filtrate is concentrated. Gas chromatography of the residue identified it as a 9:1 mixture of α/β 6,7,8,9-tetrahydro-3-methoxy-5-methyl-5,8-methano-5H-benzocyclohepte... The reactants are Br, OCC1CN(Cc2ccccc2)CC(O)C1c1ccc(O)cc1, CO. Product: Br, OCC1CNCC(O)C1c1ccc(O)cc1. As a reaction SMILES: [BrH:1].[CH2:2]([c:3]1[cH:4][cH:5][cH:6][cH:7][cH:8]1)[N:9]1[CH2:10][CH:11]([OH:24])[CH:12]([c:17]2[cH:18][cH:19][c:20]([OH:23])[cH:21][cH:22]2)[CH:13]([CH2:15][OH:16])[CH2:14]1.[CH3:25][OH:26]>>[BrH:1].[NH:9]1[CH2:10][CH:11]([OH:24])[CH:12]([c:17]2[cH:18][cH:19][c:20]([OH:23])[cH:21][cH:22]2)[CH:13]([CH2:15][OH:16])[CH2:14]1. Run in C(C)O (ethanol), C(C)O (ethanol). As a reaction SMILES: [S-2:1].[Na+].[Na+].[O-]CC.[Na+].[C:8]1([C:14]#[C:15][C:16](=[O:30])[C:17]#[C:18][C:19]2[N:23]([C:24]3[CH:29]=[CH:28][CH:27]=[CH:26][CH:25]=3)[N:22]=[CH:21][CH:20]=2)[CH:13]=[CH:12][CH:11]=[CH:10][CH:9]=1>C(O)C>[C:8]1([C:14]2[S:1][C:18]([C:19]3[N:23]([C:24]4[CH:25]=[CH:26][CH:27]=[CH:28][CH:29]=4)[N:22]=[CH:21][CH:20]=3)=[CH:17][C:16](=[O:30])[CH:15]=2)[CH:13]=[CH:12][CH:11]=[CH:10][CH:9]=1 |f:0.1.2,3.4|. Procedure: To sodium sulfide (0.079 g) was added 0.25 M sodium ethoxide in ethanol solution (20.0 mL), and the mixture was stirred at room temperature for 10 min. To a solution of 1-phenyl-5-(1-phenyl-1H-pyrazol-5-yl)penta-1,4-diyn-3-one (0.25 g) in ethanol (10.0 mL) was added the above-mentioned solution, and the mixture was stirred at room temperature for 1 hr. The reaction mixture was filtered through celite, and the filtrate was concentrated under reduced pressure. The residue was purified by silica ge... Isolated yield 28.7%. Run at time 10 minute. The product is C1(=CC=CC=C1)C=1SC(=CC(C1)=O)C1=CC=NN1C1=CC=CC=C1 (2-phenyl-6-(1-phenyl-1H-pyrazol-5-yl)-4H-thiopyran-4-one). The reactants are [S-2].[Na+].[Na+] (sodium sulfide), [O-]CC.[Na+] (sodium ethoxide), C1(=CC=CC=C1)C#CC(C#CC1=CC=NN1C1=CC=CC=C1)=O (1-phenyl-5-(1-phenyl-1H-pyrazol-5-yl)penta-1,4-diyn-3-one). Reactants: CC1(OB(OC1(C)C)C1=CC=C(C=C1)CC(=O)N[C@H](C)C1=NC=C(C=C1)OCC(F)(F)F)C (2-[4-(4,4,5,5-tetramethyl-1,3,2-dioxaborolan-2-yl)phenyl]-N-{(1R)-1-[5-(2,2,2-trifluoroethoxy)pyridin-2-yl]ethyl}acetamide), ClC1=NC=CN=C1C (2-chloro-3-methylpyrazine), P(=O)([O-])([O-])[O-].[K+].[K+].[K+] (potassium phosphate). The reagents and catalysts are C=1C=CC(=CC1)/C=C/C(=O)/C=C/C2=CC=CC=C2.C=1C=CC(=CC1)/C=C/C(=O)/C=C/C2=CC=CC=C2.C=1C=CC(=CC1)/C=C/C(=O)/C=C/C2=CC=CC=C2.[Pd].[Pd] (Pd2dba3), C1(CCCCC1)P(C1CCCCC1)C1CCCCC1 (tricyclohexylphosphine). Run in O1CCOCC1 (dioxane). Conditions: time 30 minute. Yields the product CC=1C(=NC=CN1)C1=CC=C(C=C1)CC(=O)N[C@H](C)C1=NC=C(C=C1)OCC(F)(F)F (2-[4-(3-methylpyrazin-2-yl)phenyl]-N-{(1R)-1-[5-(2,2,2-trifluoroethoxy)pyridin-2-yl]ethyl}acetamide). The yield is 73.5%. As a reaction SMILES: CC1(C)C(C)(C)OB([C:9]2[CH:14]=[CH:13][C:12]([CH2:15][C:16]([NH:18][C@@H:19]([C:21]3[CH:26]=[CH:25][C:24]([O:27][CH2:28][C:29]([F:32])([F:31])[F:30])=[CH:23][N:22]=3)[CH3:20])=[O:17])=[CH:11][CH:10]=2)O1.Cl[C:35]1[C:40]([CH3:41])=[N:39][CH:38]=[CH:37][N:36]=1.P([O-])([O-])([O-])=O.[K+].[K+].[K+]>O1CCOCC1.C1C=CC(/C=C/C(/C=C/C2C=CC=CC=2)=O)=CC=1.C1C=CC(/C=C/C(/C=C/C2C=CC=CC=2)=O)=CC=1.C1C=CC(/C=C/C(/C=C/C2C=CC=CC=2)=O)=CC=1.[Pd].[Pd].C1(P(C2CCCCC2)C2CCCCC2)CCCCC1>[CH3:41][C:40]1[C:35]([C:9]2[CH:14]=[CH:13][C:12]([CH2:15][C:16]([NH:18][C@@H:19]([C:21]3[CH:26]=[CH:25][C:24]([O:27][CH2:28][C:29]([F:31])([F:32])[F:30])=[CH:23][N:22]=3)[CH3:20])=[O:17])=[CH:11][CH:10]=2)=[N:36][CH:37]=[CH:38][N:39]=1 |f:2.3.4.5,7.8.9.10.11|. Reported procedure: To a solution of 1.00 g (2.15 mmol) 2-[4-(4,4,5,5-tetramethyl-1,3,2-dioxaborolan-2-yl)phenyl]-N-{(1R)-1-[5-(2,2,2-trifluoroethoxy)pyridin-2-yl]ethyl}acetamide in 5.70 ml dioxane was added 0.31 g (2.58 mmol) 2-chloro-3-methylpyrazine, 0.014 mg (0.052 mmol) tricyclohexylphosphine, 0.020 g (0.022 mmol) Pd2dba3, and 2.88 mL (3.66 mmol) 1.7M potassium phosphate. The resulting suspension was degassed for 10mins. After 30 min in the microwave at 150° C., the reaction mixture was cooled, extracted with ... Reactants: NC1(CCN(CC1)C)CC(=O)OCC (ethyl 2-(4-amino-1-methylpiperidin-4-yl)acetate), C(CCCCCCC)C1=CC=C(C=C1)NS(=O)(=O)NC(OCCCl)=O (2-chloroethyl N-(4-octylphenyl)sulfamoylcarbamate). Yields the product CN1CCC(CC1)(NS(NC1=CC=C(C=C1)CCCCCCCC)(=O)=O)CC(=O)OCC (Ethyl 2-(1-methyl-4-(N-(4-octylphenyl)sulfamoylamino)piperidin-4-yl)acetate). Yield: 34.2%. RXN SMILES: [NH2:1][C:2]1([CH2:9][C:10]([O:12][CH2:13][CH3:14])=[O:11])[CH2:7][CH2:6][N:5]([CH3:8])[CH2:4][CH2:3]1.[CH2:15]([C:23]1[CH:28]=[CH:27][C:26]([NH:29][S:30](NC(=O)OCCCl)(=[O:32])=[O:31])=[CH:25][CH:24]=1)[CH2:16][CH2:17][CH2:18][CH2:19][CH2:20][CH2:21][CH3:22]>>[CH3:8][N:5]1[CH2:4][CH2:3][C:2]([CH2:9][C:10]([O:12][CH2:13][CH3:14])=[O:11])([NH:1][S:30](=[O:31])(=[O:32])[NH:29][C:26]2[CH:25]=[CH:24][C:23]([CH2:15][CH2:16][CH2:17][CH2:18][CH2:19][CH2:20][CH2:21][CH3:22])=[CH:28][CH:27]=2)[CH2:7][CH2:6]1. Reported procedure: According to the method described in example 15a, ethyl 2-(4-amino-1-methylpiperidin-4-yl)acetate (70 mg, 0.35 mmol) and 2-chloroethyl N-(4-octylphenyl)sulfamoylcarbamate (195 mg, 0.5 mmol) were reacted to yield the title compound (56 mg, 34%). MS ESI 468.4 [M+H]+, calcd for [C24H41N3O4S+H]+ 468.29. Starting materials: O=C([O-])[O-], ICCCI, [K+], [K+], Cc1oncc1C(=O)Nc1ccc(O)cc1. Yields the product Cc1oncc1C(=O)Nc1ccc(OCCCI)cc1. Reaction SMILES: [C:22](=[O:23])([O-:24])[O-:25].[I:17][CH2:18][CH2:19][CH2:20][I:21].[K+:26].[K+:27].[OH:1][c:2]1[cH:3][cH:4][c:5]([NH:8][C:9](=[O:10])[c:11]2[cH:12][n:13][o:14][c:15]2[CH3:16])[cH:6][cH:7]1>>[O:1]([c:2]1[cH:3][cH:4][c:5]([NH:8][C:9](=[O:10])[c:11]2[cH:12][n:13][o:14][c:15]2[CH3:16])[cH:6][cH:7]1)[CH2:20][CH2:19][CH2:18][I:17]. The reactants are CCOC(=O)CP(=O)(OCC)OCC, [H-], [Na+], C1CCOC1, O, O=Cc1ccncc1. Yields the product CCOC(=O)C=Cc1ccncc1. As a reaction SMILES: [CH3:3][CH2:4][O:5][C:6](=[O:7])[CH2:8][P:9]([O:10][CH2:11][CH3:12])([O:13][CH2:14][CH3:15])=[O:16].[H-:1].[Na+:2].[O:26]1[CH2:27][CH2:28][CH2:29][CH2:30]1.[OH2:25].[n:17]1[cH:18][cH:19][c:20]([CH:23]=[O:24])[cH:21][cH:22]1>>[CH3:3][CH2:4][O:5][C:6](=[O:7])[CH:8]=[CH:23][c:20]1[cH:19][cH:18][n:17][cH:22][cH:21]1.